Dataset: the Open Reaction Database (ORD), a public repository of structured organic reaction records. Task: describe an organic reaction: reactants, conditions, products, and yield Reactants: C(C1=CC=CC=C1)N1CC(CCC1)=O (1-benzyl-3-piperidone), C(C)N (ethylamine), C(C1=CC=CC=C1)N1CC(CCC1)NCC (1-benzyl-3-ethylaminopiperidine), C(C)=O (acetaldehyde). Product: C(C1=CC=CC=C1)N1CC(CCC1)N(CC)CC (1-benzyl-3-diethylaminopiperidine). RXN SMILES: [CH2:1]([N:8]1[CH2:13][CH2:12][CH2:11][C:10](=O)[CH2:9]1)[C:2]1[CH:7]=[CH:6][CH:5]=[CH:4][CH:3]=1.C(N)C.[CH2:18]([N:25]1CCC[CH:27](NCC)[CH2:26]1)[C:19]1C=CC=CC=1.C(=O)C>>[CH2:1]([N:8]1[CH2:13][CH2:12][CH2:11][CH:10]([N:25]([CH2:26][CH3:27])[CH2:18][CH3:19])[CH2:9]1)[C:2]1[CH:7]=[CH:6][CH:5]=[CH:4][CH:3]=1. Procedure: By the procedure of Example 1, hydrogenating 1-benzyl-3-piperidone and ethylamine, then treating the resulting 1-benzyl-3-ethylaminopiperidine with acetaldehyde and hydrogenating to give 1-benzyl-3-diethylaminopiperidine, and removing the benzyl group by hydrogenating with palladium on carbon in methanol gives 3-diethylaminopiperidine. Starting materials: C(CCC)[Li] (butyllithium), C(C)(C)NC(C)C (diisopropylamine), C(CCC)[SnH](CCCC)CCCC (tributyltin hydride). Solvent: C1CCOC1 (THF). Reaction conditions: temperature 0 celsius, time 5 minute. Yields the product C(CCC)[Sn](CCCC)(CCCC)[Li] (tributylstannyllithium). As a reaction SMILES: C([Li:5])CCC.C(NC(C)C)(C)C.[CH2:13]([SnH:17]([CH2:22][CH2:23][CH2:24][CH3:25])[CH2:18][CH2:19][CH2:20][CH3:21])[CH2:14][CH2:15][CH3:16]>C1COCC1>[CH2:22]([Sn:17]([Li:5])([CH2:13][CH2:14][CH2:15][CH3:16])[CH2:18][CH2:19][CH2:20][CH3:21])[CH2:23][CH2:24][CH3:25]. Reported procedure: In a Schlenk tube at −10° C., 1.7 ml (2.6 mmol) of butyllithium (1.5M in hexane) are added, dropwise, to a solution of 0.4 ml (2.6 mmol) of freshly distilled diisopropylamine in anhydrous THF (50 ml). After 5 min, 0.70 ml (2.6 mmol) of tributyltin hydride is added. The stirring is maintained for 30 min at 0° C. A pale green solution of tributylstannyllithium is obtained, which solution will be cooled to −78° C. before adding, dropwise, 294.5 μl (2.6 mmol) of 2-bromo-6-methyl-pyridine. The mixtur...